The task is: describe an organic reaction: reactants, conditions, products, and yield. This data is from the Open Reaction Database (ORD), a public repository of structured organic reaction records. The reactants are C(#N)C1=CC2=CC[C@H]3[C@@H]4CC[C@@H]([C@@]4(C)CC[C@@H]3[C@]2(CC1)C)C(SC1=NC=CC=C1)=O (S-2-pyridyl 3-cyanoandrosta-3,5-diene-17β-thiocarboxylate), C(C)C(CC)(C1=CC=CC=C1)N (1-ethyl-1-phenylpropylamine). The product is C(C)C(CC)(C1=CC=CC=C1)NC(=O)[C@@H]1[C@]2(C)[C@@H](CC1)[C@@H]1CC=C3C=C(CC[C@]3(C)[C@H]1CC2)C#N (N-(1-Ethyl-1-phenylpropyl)-3-cyanoandrosta-3,5-diene -17β-carboxamide). Isolated yield 79.0%. RXN SMILES: [C:1]([C:3]1[CH2:20][CH2:19][C@@:18]2([CH3:21])[C:5](=[CH:6][CH2:7][C@@H:8]3[C@@H:17]2[CH2:16][CH2:15][C@@:13]2([CH3:14])[C@H:9]3[CH2:10][CH2:11][C@@H:12]2[C:22](=[O:30])SC2C=CC=CN=2)[CH:4]=1)#[N:2].[CH2:31]([C:33]([NH2:42])([C:36]1[CH:41]=[CH:40][CH:39]=[CH:38][CH:37]=1)[CH2:34][CH3:35])[CH3:32]>>[CH2:31]([C:33]([NH:42][C:22]([C@H:12]1[CH2:11][CH2:10][C@H:9]2[C@H:8]3[C@H:17]([CH2:16][CH2:15][C@:13]12[CH3:14])[C@:18]1([CH3:21])[C:5]([CH:4]=[C:3]([C:1]#[N:2])[CH2:20][CH2:19]1)=[CH:6][CH2:7]3)=[O:30])([C:36]1[CH:41]=[CH:40][CH:39]=[CH:38][CH:37]=1)[CH2:34][CH3:35])[CH3:32]. Reported procedure: Following a procedure similar to that described in Example 3(b), but using S-2-pyridyl 3-cyanoandrosta-3,5-diene-17β-thiocarboxylate [prepared as described in Example 3(a)] and 1-ethyl-1-phenylpropylamine as starting materials, in relative proportions similar to those used in that Example, the title compound was obtained in a yield of 79%. Reactants: ClC(C(=O)[O-])(F)F.[Na+] (sodium 2-chloro-2,2-difluoroacetate), C([O-])([O-])=O.[K+].[K+] (potassium carbonate), BrC1=CC(=C(C=C1)O)F (4-bromo-2-fluorophenol), [OH-].[Na+] (NaOH). The solvent is CN(C)C=O (DMF), CCOCC (Et2O), O (Water). Reaction conditions: temperature 100 celsius. The product is BrC1=CC(=C(C=C1)OC(F)F)F (4-bromo-1-(difluoromethoxy)-2-fluorobenzene). Yield: 26.4%. RXN SMILES: Cl[C:2]([F:7])([F:6])C([O-])=O.[Na+].C(=O)([O-])[O-].[K+].[K+].[Br:15][C:16]1[CH:21]=[CH:20][C:19]([OH:22])=[C:18]([F:23])[CH:17]=1.[OH-].[Na+]>CCOCC.O.CN(C=O)C>[Br:15][C:16]1[CH:21]=[CH:20][C:19]([O:22][CH:2]([F:7])[F:6])=[C:18]([F:23])[CH:17]=1 |f:0.1,2.3.4,6.7|. Reported procedure: To a 100 mL flask charged with DMF (23 mL) was added sodium 2-chloro-2,2-difluoroacetate (4.79 g, 31.4 mmol), potassium carbonate (2.60 g, 18.85 mmol), 4-bromo-2-fluorophenol (3 g, 15.71 mmol). Water (5.75 mL) was added and the reaction mixture was heated to 100° C. for 3 hours. Upon cooling to room temperature, the reaction mixture was diluted with Et2O (100 mL) and a 2 N NaOH solution (100 mL). The organic layer was removed and dried over anhydrous Na2SO4. Upon filtration the organic solution ...